This data is from the Open Reaction Database (ORD), a public repository of structured organic reaction records. The task is: describe an organic reaction: reactants, conditions, products, and yield Reactants: O1CCN(CC1)C1=CC=C(N)C=C1 (4-morpholinoaniline), FC(CN(C1=CC2=C(NC(=N2)C2=CC=C(C(=O)[O-])C=C2)C=C1)CC(F)(F)F)(F)F (4-(5-bis(2,2,2-trifluoroethyl)amino-1H-benzimidazol-2-yl)benzoate). Yields the product FC(CNC1=CC2=C(NC(=N2)C2=CC=C(C(=O)NC3=CC=C(C=C3)N3CCOCC3)C=C2)C=C1)(F)F (4-(5-(2,2,2-Trifluoroethyl)amino-1H-benzimidazol-2-yl)-N-(4-morpholinophenyl)benzamide). Reaction SMILES: [O:1]1[CH2:6][CH2:5][N:4]([C:7]2[CH:13]=[CH:12][C:10]([NH2:11])=[CH:9][CH:8]=2)[CH2:3][CH2:2]1.[F:14][C:15]([F:42])([F:41])[CH2:16][N:17](CC(F)(F)F)[C:18]1[CH:35]=[CH:34][C:21]2[NH:22][C:23]([C:25]3[CH:33]=[CH:32][C:28]([C:29]([O-])=[O:30])=[CH:27][CH:26]=3)=[N:24][C:20]=2[CH:19]=1>>[F:42][C:15]([F:14])([F:41])[CH2:16][NH:17][C:18]1[CH:35]=[CH:34][C:21]2[NH:22][C:23]([C:25]3[CH:33]=[CH:32][C:28]([C:29]([NH:11][C:10]4[CH:12]=[CH:13][C:7]([N:4]5[CH2:3][CH2:2][O:1][CH2:6][CH2:5]5)=[CH:8][CH:9]=4)=[O:30])=[CH:27][CH:26]=3)=[N:24][C:20]=2[CH:19]=1. Procedure: Compound 455 was prepared from 4-morpholinoaniline and 4-(5-bis(2,2,2-trifluoroethyl)amino-1H-benzimidazol-2-yl)benzoate by standard conditions. [M+H]+ calcd for C26H24F3N5O2: 496.19; found: 496.02.